From a dataset of the Open Reaction Database (ORD), a public repository of structured organic reaction records. describe an organic reaction: reactants, conditions, products, and yield Reactants: BrC=1C=C2C(=CC(NC2=CC1)=O)O (6-bromo-4-hydroxycarbostyril), [N+](=O)(O)[O-] (nitric acid). Solvent: C(C)(=O)O (acetic acid). Conditions: temperature 100 celsius. The product is BrC=1C=C2C(=C(C(NC2=CC1)=O)[N+](=O)[O-])O (6-Bromo-4-hydroxy-3-nitrocarbostyril), ( d ). Reaction SMILES: [Br:1][C:2]1[CH:3]=[C:4]2[C:9](=[CH:10][CH:11]=1)[NH:8][C:7](=[O:12])[CH:6]=[C:5]2[OH:13].[N+:14]([O-])([OH:16])=[O:15]>C(O)(=O)C>[Br:1][C:2]1[CH:3]=[C:4]2[C:9](=[CH:10][CH:11]=1)[NH:8][C:7](=[O:12])[C:6]([N+:14]([O-:16])=[O:15])=[C:5]2[OH:13]. Procedure: A suspension of 6-bromo-4-hydroxycarbostyril (2.23g, 0.0093 mole) in glacial acetic acid (15 ml) was swirled during the addition of concentrated nitric acid (2.5 ml, d, 1.42). On heating at 100° C for several minutes a thick yellow solid separated. After cooling, ethanol (40 ml) was added and the mixture filtered and the solid washed free of nitric acid with ethanol. Drying in vacuo over P2O5 gave the title compound, m.p. 231°-4° C (d). (Found; C, 37.83; H, 1.74; N, 9.77; Br, 28.33; C9H5N2BrO4 r... Reactants: N1N=CC=C1 (pyrazole), ClC=1N=C(C2=C(N1)SC(=C2C)C)NCC2=CC1=C(C=C2)OCCO1 (2-chloro-5,6-dimethyl-4-(3,4-ethylendioxybenzylamino)-thieno-[2,3-d]-pyrimidine). Procedure: Following the procedure of Example 97, the reaction of pyrazole with 2-chloro-5,6-dimethyl-4-(3,4-ethylendioxybenzylamino)-thieno-[2,3-d]-pyrimidine gives 2-pyrazol-1-yl)-5,6-dimethyl-4-(3,4-ethylendioxybenzylamino)-thieno-[2,3-d]-pyrimidine. Product: CC1=C(SC=2N=CN=C(C21)NCC2=CC1=C(C=C2)OCCO1)C (5,6-dimethyl-4-(3,4-ethylendioxybenzylamino)-thieno-[2,3-d]-pyrimidine). Reaction SMILES: N1C=CC=N1.Cl[C:7]1[N:8]=[C:9]([NH:18][CH2:19][C:20]2[CH:25]=[CH:24][C:23]3[O:26][CH2:27][CH2:28][O:29][C:22]=3[CH:21]=2)[C:10]2[C:15]([CH3:16])=[C:14]([CH3:17])[S:13][C:11]=2[N:12]=1>>[CH3:16][C:15]1[C:10]2[C:9]([NH:18][CH2:19][C:20]3[CH:25]=[CH:24][C:23]4[O:26][CH2:27][CH2:28][O:29][C:22]=4[CH:21]=3)=[N:8][CH:7]=[N:12][C:11]=2[S:13][C:14]=1[CH3:17]. The reactants are BrCc1ccc(CBr)cc1, CCCCN(CCCC)CCCC, CCCC[NH+](CCCC)CCCC, Cc1ccccc1. The product is [Br-], CCCC[N+](CCCC)(CCCC)Cc1ccc(CBr)cc1. Reaction SMILES: [Br:1][CH2:2][c:3]1[cH:4][cH:5][c:6]([CH2:9][Br:10])[cH:7][cH:8]1.[CH2:11]([CH2:12][CH2:13][CH3:14])[N:15]([CH2:16][CH2:17][CH2:18][CH3:19])[CH2:20][CH2:21][CH2:22][CH3:23].[CH2:24]([NH+:25]([CH2:26][CH2:27][CH2:28][CH3:29])[CH2:30][CH2:31][CH2:32][CH3:33])[CH2:34][CH2:35][CH3:36].[CH3:37][c:38]1[cH:39][cH:40][cH:41][cH:42][cH:43]1>>[Br-:1].[CH2:2]([c:3]1[cH:4][cH:5][c:6]([CH2:9][Br:10])[cH:7][cH:8]1)[N+:15]([CH2:11][CH2:12][CH2:13][CH3:14])([CH2:16][CH2:17][CH2:18][CH3:19])[CH2:20][CH2:21][CH2:22][CH3:23]. Reactants: C1(=CC=C(C=C1)S(=O)(=O)Cl)C (4-toluenesulfonic acid chloride), C1(=CC=CC=C1)C(=C(CCO)C1=CC=CC=C1)C1=CC=CC=C1 (1,1,2-triphenyl-1-buten-4-ol), ice, Cl (hydrochloric acid). Run in N1=CC=CC=C1 (pyridine), N1=CC=CC=C1 (pyridine). Yields the product S(=O)(=O)(C1=CC=C(C)C=C1)OCCC(=C(C1=CC=CC=C1)C1=CC=CC=C1)C1=CC=CC=C1 (4-tosyloxy-1,1,2-triphenyl-1-butene). Reaction SMILES: [C:1]1([C:7]([C:18]2[CH:23]=[CH:22][CH:21]=[CH:20][CH:19]=2)=[C:8]([C:12]2[CH:17]=[CH:16][CH:15]=[CH:14][CH:13]=2)[CH2:9][CH2:10][OH:11])[CH:6]=[CH:5][CH:4]=[CH:3][CH:2]=1.[C:24]1([CH3:34])[CH:29]=[CH:28][C:27]([S:30](Cl)(=[O:32])=[O:31])=[CH:26][CH:25]=1.Cl>N1C=CC=CC=1>[S:30]([O:11][CH2:10][CH2:9][C:8]([C:12]1[CH:13]=[CH:14][CH:15]=[CH:16][CH:17]=1)=[C:7]([C:1]1[CH:2]=[CH:3][CH:4]=[CH:5][CH:6]=1)[C:18]1[CH:19]=[CH:20][CH:21]=[CH:22][CH:23]=1)([C:27]1[CH:28]=[CH:29][C:24]([CH3:34])=[CH:25][CH:26]=1)(=[O:32])=[O:31]. Procedure details: The reaction is performed under dry conditions. 30.0 g of 1,1,2-triphenyl-1-buten-4-ol are dissolved in 100 ml of dry pyridine. Then with stirring and cooling the mixture on ice, 57.0 g of 4-toluenesulfonic acid chloride in 50 ml of dry pyridine are added dropwise to the mixture. The mixture is stirred for 6 h at 0° C. Then 250 ml of ice-cold water and 750 ml of cold 2 M hydrochloric acid are added. The precipitate is collected by filtration and washed with water. Finally the product is recrysta... Starting materials: C(C)SC1=CC(=NC=N1)N1NC=C(C1=O)N1N=NC=C1 (2-[6-(Ethylsulfanyl)pyrimidin-4-yl]-4-(1H-1,2,3-triazol-1-yl)-1,2-dihydro-3H-pyrazol-3-one), solution, Cl (hydrogen chloride). The solvent is O1CCOCC1 (dioxane). The product is Cl.C(C)SC1=CC(=NC=N1)N1NC=C(C1=O)N1N=NC=C1 (2-[6-(Ethylsulfanyl)pyrimidin-4-yl]-4-(1H-1,2,3-triazol-1-yl)-1,2-dihydro-3H-pyrazol-3-one hydrochloride). Reaction SMILES: [CH2:1]([S:3][C:4]1[N:9]=[CH:8][N:7]=[C:6]([N:10]2[C:14](=[O:15])[C:13]([N:16]3[CH:20]=[CH:19][N:18]=[N:17]3)=[CH:12][NH:11]2)[CH:5]=1)[CH3:2].[ClH:21]>O1CCOCC1>[ClH:21].[CH2:1]([S:3][C:4]1[N:9]=[CH:8][N:7]=[C:6]([N:10]2[C:14](=[O:15])[C:13]([N:16]3[CH:20]=[CH:19][N:18]=[N:17]3)=[CH:12][NH:11]2)[CH:5]=1)[CH3:2] |f:3.4|. Reported procedure: 35 mg (0.1 mmol) of the compound from Example 102 are stirred with 1.5 ml of a 4 N solution of hydrogen chloride in dioxane. The solid is filtered off, washed twice with tert-butyl methyl ether and dried under a high vacuum. Reactants: OS(=O)(=O)O (H2SO4), NC=1C(=CC(=C(C(=O)OC)C1)C)C (Methyl 5-amino-2,4-dimethylbenzoate), N(=O)[O-].[Na+] (sodium nitrite). The solvent is O (water), O (water). Run at time 30 minute. Product: OC=1C(=CC(=C(C(=O)OC)C1)C)C (Methyl 5-hydroxy-2,4-dimethylbenzoate). RXN SMILES: N[C:2]1[C:3]([CH3:13])=[CH:4][C:5]([CH3:12])=[C:6]([CH:11]=1)[C:7]([O:9][CH3:10])=[O:8].[OH:14]S(O)(=O)=O.N([O-])=O.[Na+]>O>[OH:14][C:2]1[C:3]([CH3:13])=[CH:4][C:5]([CH3:12])=[C:6]([CH:11]=1)[C:7]([O:9][CH3:10])=[O:8] |f:2.3|. Procedure details: Methyl 5-amino-2,4-dimethylbenzoate (0.752 g, 4.20 mmol) in 5 mL water was cooled with an ice bath. H2SO4 (1.1 mL, 21 mmol) was added followed by a solution of sodium nitrite (0.301 g, 4.4 mmol) in 3 mL of water. The reaction was stirred in an ice bath for 30 min, and then in a 100° C. oil bath for 60 min. The reaction was cooled to rt and partitioned between EtOAc and brine. The organic phase was dried (Na2SO4) and concentrated to give the title compound as a yellow oil. 1H NMR (CDCl3) δ 7.48 (...